From a dataset of the Open Reaction Database (ORD), a public repository of structured organic reaction records. describe an organic reaction: reactants, conditions, products, and yield Starting materials: [BH4-], [Na+], C1CCOC1, O, CCOC(=O)C(=O)c1oc(-n2cnc3ccccc32)nc1-c1ccc(Cl)cc1. Yields the product CCOC(=O)Cc1oc(-n2cnc3ccccc32)nc1-c1ccc(Cl)cc1. RXN SMILES: [BH4-:29].[Na+:30].[O:32]1[CH2:33][CH2:34][CH2:35][CH2:36]1.[OH2:31].[n:1]1(-[c:10]2[o:11][c:12]([C:22]([C:23](=[O:24])[O:25][CH2:26][CH3:27])=[O:28])[c:13](-[c:15]3[cH:16][cH:17][c:18]([Cl:21])[cH:19][cH:20]3)[n:14]2)[cH:2][n:3][c:4]2[c:5]1[cH:6][cH:7][cH:8][cH:9]2>>[n:1]1(-[c:10]2[o:11][c:12]([CH2:22][C:23](=[O:24])[O:25][CH2:26][CH3:27])[c:13](-[c:15]3[cH:16][cH:17][c:18]([Cl:21])[cH:19][cH:20]3)[n:14]2)[cH:2][n:3][c:4]2[c:5]1[cH:6][cH:7][cH:8][cH:9]2. The reactants are resultant mixture, C(C)(C)(C)OC(=O)N1CCC(CC1)(O)C1=CC(=C(C=C1)Cl)OC (4-(4-Chloro-3-methoxy-phenyl)-4-hydroxy-piperidine-1-carboxylic acid tert-butyl ester), Cl (HCl). The solvent is CCOCC (ether), CO (MeOH), CCOCC (ether). Conditions: temperature 0 celsius, time 30 minute. Yields the product ClC1=C(C=C(C=C1)C1(CCNCC1)O)OC (4-(4-Chloro-3-methoxy-phenyl)-piperidin-4-ol), Cl (HCl). Reaction SMILES: C(OC([N:8]1[CH2:13][CH2:12][C:11]([C:15]2[CH:20]=[CH:19][C:18]([Cl:21])=[C:17]([O:22][CH3:23])[CH:16]=2)([OH:14])[CH2:10][CH2:9]1)=O)(C)(C)C.[ClH:24]>CO.CCOCC>[Cl:21][C:18]1[CH:19]=[CH:20][C:15]([C:11]2([OH:14])[CH2:12][CH2:13][NH:8][CH2:9][CH2:10]2)=[CH:16][C:17]=1[O:22][CH3:23].[ClH:24]. Procedure: To a solution of 4-(4-Chloro-3-methoxy-phenyl)-4-hydroxy-piperidine-1-carboxylic acid tert-butyl ester (502 mg) in MeOH (5 mL) was added a solution of HCl in ether (2 M, 9.5 mL). The resultant mixture was stirred at room temperature for 1 h followed by the addition of ether (50 mL). The reaction mixture was stirred at 0° C. for an additional 30 min, then filtered and concentrated to provide 4-(4-Chloro-3-methoxy-phenyl)-piperidin-4-ol (69) in the form of HCl salt as a white solid. Reactants: C(C1=CC=CC=C1)(=O)NC1=CC=C(C=C1)C1=CC=C2CN(C(C2=C1)=O)[C@H](C(=O)O)C(C)C ((S)-2-(6-(4-Benzamidophenyl)-1-oxoisoindolin-2-yl)-3-methylbutanoic acid), CC([C@@H](C(=O)OC)N1C(C2=CC(=CC=C2C1)C1=CC=C(C=C1)NC(C1=CC=C(C=C1)C=1C=NC=NC1)=O)=O)C ((S)-Methyl 3-methyl-2-(1-oxo-6-(4-(4-(pyrimidin-5-yl)benzamido)phenyl)isoindolin-2-yl)butanoate). Yields the product CC([C@@H](C(=O)O)N1C(C2=CC(=CC=C2C1)C1=CC=C(C=C1)NC(C1=CC=C(C=C1)C=1C=NC=NC1)=O)=O)C ((S)-3-Methyl-2-(1-oxo-6-(4-(4-(pyrimidin-5-yl)benzamido)phenyl)isoindolin-2-yl)butanoic acid). The yield is 97.0%. Reaction SMILES: C(NC1C=CC(C2C=C3C(CN([C@@H](C(C)C)C(O)=O)C3=O)=CC=2)=CC=1)(=O)C1C=CC=CC=1.[CH3:33][CH:34]([CH3:71])[C@H:35]([N:40]1[CH2:48][C:47]2[C:42](=[CH:43][C:44]([C:49]3[CH:54]=[CH:53][C:52]([NH:55][C:56](=[O:69])[C:57]4[CH:62]=[CH:61][C:60]([C:63]5[CH:64]=[N:65][CH:66]=[N:67][CH:68]=5)=[CH:59][CH:58]=4)=[CH:51][CH:50]=3)=[CH:45][CH:46]=2)[C:41]1=[O:70])[C:36]([O:38]C)=[O:37]>>[CH3:33][CH:34]([CH3:71])[C@H:35]([N:40]1[CH2:48][C:47]2[C:42](=[CH:43][C:44]([C:49]3[CH:50]=[CH:51][C:52]([NH:55][C:56](=[O:69])[C:57]4[CH:62]=[CH:61][C:60]([C:63]5[CH:68]=[N:67][CH:66]=[N:65][CH:64]=5)=[CH:59][CH:58]=4)=[CH:53][CH:54]=3)=[CH:45][CH:46]=2)[C:41]1=[O:70])[C:36]([OH:38])=[O:37]. Procedure details: The compound of example 653 was prepared analogous to the compound of example 98 by hydrolysis of compound of example 652. The reactants are CNS(=O)(=O)c1ccccc1, Clc1ccccc1, O=C=NS(=O)(=O)Cl. The product is CN(S(=O)(=O)N=C=O)S(=O)(=O)c1ccccc1. RXN SMILES: [CH3:8][NH:9][S:10](=[O:11])(=[O:12])[c:13]1[cH:14][cH:15][cH:16][cH:17][cH:18]1.[Cl:19][c:20]1[cH:21][cH:22][cH:23][cH:24][cH:25]1.[Cl:1][S:2](=[O:3])(=[O:4])[N:5]=[C:6]=[O:7]>>[S:2](=[O:3])(=[O:4])([N:5]=[C:6]=[O:7])[N:9]([CH3:8])[S:10](=[O:11])(=[O:12])[c:13]1[cH:14][cH:15][cH:16][cH:17][cH:18]1.